Dataset: the Open Reaction Database (ORD), a public repository of structured organic reaction records. Task: describe an organic reaction: reactants, conditions, products, and yield Starting materials: COC1=CC=C2C(=CC=NC2=C1)OCC1=NN=C2N1N=C(C=C2)C2=CC(=C(S2)C(=O)O)C (5-(3-((7-methoxyquinolin-4-yloxy)methyl)-[1,2,4]triazolo[4,3-b]pyridazin-6-yl)-3-methylthiophene-2-carboxylic acid), S(=O)(Cl)Cl (thionyl chloride). The reagents and catalysts are CN(C)C=O (DMF). Run in ClCCl (dichloromethane). Reaction conditions: time 3 hour. The product is COC1=CC=C2C(=CC=NC2=C1)OCC1=NN=C2N1N=C(C=C2)C2=CC(=C(S2)C(=O)Cl)C (5-(3-((7-methoxyquinolin-4-yloxy)methyl)-[1,2,4]triazolo[4,3-b]pyridazin-6-yl)-3-methylthiophene-2-carbonyl chloride). As a reaction SMILES: [CH3:1][O:2][C:3]1[CH:12]=[C:11]2[C:6]([C:7]([O:13][CH2:14][C:15]3[N:19]4[N:20]=[C:21]([C:24]5[S:28][C:27]([C:29](O)=[O:30])=[C:26]([CH3:32])[CH:25]=5)[CH:22]=[CH:23][C:18]4=[N:17][N:16]=3)=[CH:8][CH:9]=[N:10]2)=[CH:5][CH:4]=1.S(Cl)([Cl:35])=O>ClCCl.CN(C=O)C>[CH3:1][O:2][C:3]1[CH:12]=[C:11]2[C:6]([C:7]([O:13][CH2:14][C:15]3[N:19]4[N:20]=[C:21]([C:24]5[S:28][C:27]([C:29]([Cl:35])=[O:30])=[C:26]([CH3:32])[CH:25]=5)[CH:22]=[CH:23][C:18]4=[N:17][N:16]=3)=[CH:8][CH:9]=[N:10]2)=[CH:5][CH:4]=1. Procedure: To a suspension of 5-(3-((7-methoxyquinolin-4-yloxy)methyl)-[1,2,4]triazolo[4,3-b]pyridazin-6-yl)-3-methylthiophene-2-carboxylic acid (prepared by General Method A) (0.150 g, 0.335 mmol) in dichloromethane (2 mL) was added thionyl chloride (0.734 ml, 10.1 mmol and DMF (1 drop). The solution was stirred at room temp for three hours then concentrated and taken forward without further purification. The reactants are C(C)(C)N(C(C)C)CC (N,N-diisopropylethyl amine), CN1CCNCC1 (N-methyl piperazine), C1(CCCCC1)C1=CC=C(C(=O)N2CC=3N(CC4=C2C=CC=C4)C(=CC3)C(=O)O)C=C1 (10-(4-Cyclohexyl-benzoyl)-10,11-dihydro-5H-pyrrolo[2,1 c][1,4]benzodiazepine-3-carboxylic acid), C(C(=O)Cl)(=O)Cl (oxalyl chloride). Solvent: ClCCl (dichloromethane), ClCCl (dichloromethane), ClCCl (dichloromethane). Reaction conditions: time 5 hour. Yields the product C1(CCCCC1)C1=CC=C(C(=O)N2CC=3N(CC4=C2C=CC=C4)C(=CC3)C(=O)N3CCN(CC3)C)C=C1 ([10-(4-Cyclohexyl-benzoyl)-10,11-dihydro-5H-pyrrolo[2,1-c][1,4]benzodiazepin-3-yl](4-methyl-1-piperazinyl)-methanone). Isolated yield 66.4%. Reaction SMILES: [CH:1]1([C:7]2[CH:31]=[CH:30][C:10]([C:11]([N:13]3[C:19]4[CH:20]=[CH:21][CH:22]=[CH:23][C:18]=4[CH2:17][N:16]4C(C(O)=O)=[CH:25][CH:26]=[C:15]4[CH2:14]3)=[O:12])=[CH:9][CH:8]=2)[CH2:6][CH2:5][CH2:4][CH2:3][CH2:2]1.[C:32](Cl)(=[O:36])[C:33](Cl)=O.C(N(CC)C(C)C)(C)C.[CH3:47][N:48]1[CH2:53][CH2:52][NH:51][CH2:50][CH2:49]1>ClCCl>[CH:1]1([C:7]2[CH:8]=[CH:9][C:10]([C:11]([N:13]3[C:19]4[CH:20]=[CH:21][CH:22]=[CH:23][C:18]=4[CH2:17][N:16]4[C:33]([C:32]([N:51]5[CH2:52][CH2:53][N:48]([CH3:47])[CH2:49][CH2:50]5)=[O:36])=[CH:25][CH:26]=[C:15]4[CH2:14]3)=[O:12])=[CH:30][CH:31]=2)[CH2:2][CH2:3][CH2:4][CH2:5][CH2:6]1. Procedure details: To a stirred suspension of 10-(4-cyclohexyl-benzoyl)-10,11-dihydro-5H-pyrrolo[2,1-c][1,4]benzodiazepine-3-carboxylic acid of Example 22 (3.14 g) in dichloromethane (25 mL) was added oxalyl chloride (3.0 g). The reaction mixture was stirred for five hours at room temperature and then evaporated to dryness. The crude acid chloride thus obtained was dissolved in dichloromethane (50 mL) and added to a mixture of N,N-diisopropylethyl amine (1.0 g) and N-methyl piperazine (1.52 g) in dichloromethane (... Starting materials: C(C)(=O)O[C@H]1[C@@H](OC2(CC2)[C@H]([C@@H]1OC(C)=O)OC(C)=O)C1=CC(=C(C=C1)Cl)CC=1C=CC2=C(NCCO2)C1 (acetic acid (5S,6S,7R,8S)-6,7-diacetoxy-5-[4-chloro-3-(3,4-dihydro-2H-benzo[1,4]oxazin-6-ylmethyl)-phenyl]-4-oxa-spiro[2.5]oct-8-yl ester), C[O-].[Na+] (sodium methoxide). Run in CO (methanol). Conditions: time 3 hour. Product: ClC1=C(C=C(C=C1)[C@@H]1OC2(CC2)[C@H]([C@@H]([C@H]1O)O)O)CC=1C=CC2=C(NCCO2)C1 ((5S,6R,7R,8S)-5-[4-chloro-3-(3,4-dihydro-2H-benzo[1,4]oxazin-6-ylmethyl)-phenyl]-4-oxa-spiro[2.5]octane-6,7,8-triol). The yield is 46.5%. As a reaction SMILES: C([O:4][C@@H:5]1[C@@H:12]([O:13]C(=O)C)[C@H:11]([O:17]C(=O)C)[C:8]2([CH2:10][CH2:9]2)[O:7][C@H:6]1[C:21]1[CH:26]=[CH:25][C:24]([Cl:27])=[C:23]([CH2:28][C:29]2[CH:30]=[CH:31][C:32]3[O:37][CH2:36][CH2:35][NH:34][C:33]=3[CH:38]=2)[CH:22]=1)(=O)C.C[O-].[Na+]>CO>[Cl:27][C:24]1[CH:25]=[CH:26][C:21]([C@H:6]2[C@H:5]([OH:4])[C@@H:12]([OH:13])[C@H:11]([OH:17])[C:8]3([CH2:10][CH2:9]3)[O:7]2)=[CH:22][C:23]=1[CH2:28][C:29]1[CH:30]=[CH:31][C:32]2[O:37][CH2:36][CH2:35][NH:34][C:33]=2[CH:38]=1 |f:1.2|. Procedure: To a stirred solution of acetic acid (5S,6S,7R,8S)-6,7-diacetoxy-5-[4-chloro-3-(3,4-dihydro-2H-benzo[1,4]oxazin-6-ylmethyl)-phenyl]-4-oxa-spiro[2.5]oct-8-yl ester (100 mg, 0.18 mmol) in methanol (6 mL) was added sodium methoxide (39 mg, 0.73 mmol) and stirred at room temperature for 3 h. The solvent was evaporated and crude product purified by silica gel column chromatography to give 35 mg of (5S,6R,7R,8S)-5-[4-chloro-3-(3,4-dihydro-2H-benzo[1,4]oxazin-6-ylmethyl)-phenyl]-4-oxa-spiro[2.5]octane-... Starting materials: ClC1=CC=C(C=C1)NCC=1C=NC=CC1 (3-(4-chlorophenylaminomethyl)pyridine), C([O-])([O-])=O.[K+].[K+] (potassium carbonate), CS(=O)(=O)Cl (methanesulfonyl chloride). Solvent: ClCCl (dichloromethane). Yields the product ClC1=CC=C(C=C1)N(S(=O)(=O)C)CC=1C=NC=CC1 (N-(4-chlorophenyl)-N-(pyridin-3-ylmethyl)methanesulfonamide). Reaction SMILES: [Cl:1][C:2]1[CH:7]=[CH:6][C:5]([NH:8][CH2:9][C:10]2[CH:11]=[N:12][CH:13]=[CH:14][CH:15]=2)=[CH:4][CH:3]=1.C(=O)([O-])[O-].[K+].[K+].[CH3:22][S:23](Cl)(=[O:25])=[O:24]>ClCCl>[Cl:1][C:2]1[CH:3]=[CH:4][C:5]([N:8]([CH2:9][C:10]2[CH:11]=[N:12][CH:13]=[CH:14][CH:15]=2)[S:23]([CH3:22])(=[O:25])=[O:24])=[CH:6][CH:7]=1 |f:1.2.3|. Procedure: A 5.5 g. portion of 3-(4-chlorophenylaminomethyl)pyridine was dissolved in 50 ml. of dichloromethane and 3.8 g. of potassium carbonate was added. To it was added, dropwise with stirring, 2.4 ml. of methanesulfonyl chloride. The mixture was stirred at ambient temperature for several days, and it was then washed twice with water, dried and concentrated to a solid. It was triturated with petroleum ether and dried to obtain 7.1 g. of the desired product, m.p. 137.5°-140.5°. It was further triturated...